describe an organic reaction: reactants, conditions, products, and yield From a dataset of the Open Reaction Database (ORD), a public repository of structured organic reaction records. Reported procedure: 4-[4-(tert-Butoxycarbonyl)piperazin-1-yl]-7-chloro-2-quinolone (100 mg) is deprotected with TFA-CH2Cl2 1:1 (0.5 mL) and transformed to the title product with 4-fluorophenyl isocyanate (50 μL) according to method C. Product: ClC1=CC=C2C(=CC(NC2=C1)=O)N1CCN(CC1)C(=O)NC1=CC=C(C=C1)F (7-Chloro-4-[4-(4-fluorophenylaminocarbonyl)piperazin-1-yl]-2-quinolone). Run in FC1=CC=C(C=C1)N=C=O (4-fluorophenyl isocyanate). As a reaction SMILES: C([O:5][C:6]([N:8]1[CH2:13][CH2:12][N:11]([C:14]2[C:23]3[C:18](=[CH:19][C:20]([Cl:24])=[CH:21][CH:22]=3)[NH:17][C:16](=[O:25])[CH:15]=2)[CH2:10][CH2:9]1)=O)(C)(C)C.[C:26](O)([C:28]([F:31])(F)F)=O.C(Cl)Cl>FC1C=CC(N=C=O)=CC=1>[Cl:24][C:20]1[CH:19]=[C:18]2[C:23]([C:14]([N:11]3[CH2:10][CH2:9][N:8]([C:6]([NH:11][C:14]4[CH:23]=[CH:26][C:28]([F:31])=[CH:16][CH:15]=4)=[O:5])[CH2:13][CH2:12]3)=[CH:15][C:16](=[O:25])[NH:17]2)=[CH:22][CH:21]=1 |f:1.2|. Reactants: C(C)(C)(C)OC(=O)N1CCN(CC1)C1=CC(NC2=CC(=CC=C12)Cl)=O (4-[4-(tert-Butoxycarbonyl)piperazin-1-yl]-7-chloro-2-quinolone), C(=O)(C(F)(F)F)O.C(Cl)Cl (TFA CH2Cl2). Starting materials: C=CCN, CCCc1csc2c(Cl)nc(Cl)nc12, CN(C)C=O, O. Yields the product C=CCNc1nc(Cl)nc2c(CCC)csc12. As a reaction SMILES: [CH2:15]([CH:16]=[CH2:17])[NH2:18].[Cl:1][c:2]1[n:3][c:4]([Cl:14])[c:5]2[c:6]([n:7]1)[c:8]([CH2:11][CH2:12][CH3:13])[cH:9][s:10]2.[O:20]=[CH:21][N:22]([CH3:23])[CH3:24].[OH2:19]>>[Cl:1][c:2]1[n:3][c:4]([NH:18][CH2:15][CH:16]=[CH2:17])[c:5]2[c:6]([n:7]1)[c:8]([CH2:11][CH2:12][CH3:13])[cH:9][s:10]2. The reactants are CC1=C(N=CN1)CSCCN (2-(5-Methyl-4-imidazolylmethylthio)ethylamine), [N+](=O)([O-])NC1=NC=C(C(N1)=O)CC1=CC(N(C=C1)CCCC)=O (2-nitroamino-5-(1-n-butyl-2-oxopyridin-4-ylmethyl)pyrimidin-4-one). The solvent is N1=CC=CC=C1 (pyridine). Yields the product CC1=C(N=CN1)CSCCNC1=NC=C(C(N1)=O)CC1=CC(N(C=C1)CCCC)=O (2-[2-(5-Methyl-4-imidazolylmethylthio)ethylamino]-5-(1-n-butyl-2-oxopyridin-4-ylmethyl)pyrimidin-4-one). Reaction SMILES: [CH3:1][C:2]1[NH:6][CH:5]=[N:4][C:3]=1[CH2:7][S:8][CH2:9][CH2:10][NH2:11].[N+](N[C:16]1[NH:21][C:20](=[O:22])[C:19]([CH2:23][C:24]2[CH:29]=[CH:28][N:27]([CH2:30][CH2:31][CH2:32][CH3:33])[C:26](=[O:34])[CH:25]=2)=[CH:18][N:17]=1)([O-])=O>N1C=CC=CC=1>[CH3:1][C:2]1[NH:6][CH:5]=[N:4][C:3]=1[CH2:7][S:8][CH2:9][CH2:10][NH:11][C:16]1[NH:21][C:20](=[O:22])[C:19]([CH2:23][C:24]2[CH:29]=[CH:28][N:27]([CH2:30][CH2:31][CH2:32][CH3:33])[C:26](=[O:34])[CH:25]=2)=[CH:18][N:17]=1. Procedure: 2-(5-Methyl-4-imidazolylmethylthio)ethylamine (1.37 g) and 2-nitroamino-5-(1-n-butyl-2-oxopyridin-4-ylmethyl)pyrimidin-4-one (2.39 g) were refluxed in pyridine (12 ml) for 17 hours. The reaction mixture was evaporated under reduced pressure and the residue washed with hot water. The mixture was allowed to cool and the water was decanted to give the title compound as a residue. Ethanolic HCl was added with warming and on subsequent cooling the trihydrochloride salt of 2-[2-(5-methyl-4-imidazolylm... The reactants are CC(C)([O-])C.[K+] (Potassium tert-butoxide), C1CCOC1 (THF), [I-].C[P+](C1=CC=CC=C1)(C1=CC=CC=C1)C1=CC=CC=C1 (methyltriphenylphosphonium iodide), C1CCOC1 (THF), [Si](C)(C)(C(C)(C)C)OC1CC[C@@]2([C@H](/C=C/[C@@H]([C@H](OC(C1)=O)\C(=C\C=O)\C)C)OC(O2)C2=CC=CC=C2)C ((3aS,4E,6S,7S,13aR)-11-{[tert-butyl(dimethyl)silyl]oxy}-7-[(E)-2-formyl-1-methyletha-1-en-1-yl]-6,13a-dimethyl-2-phenyl-3a,6,7,10,11,12,13,13a-octahydro-9H-[1,3]dioxolo[4,5-f]oxacyclododecin-9-one). Solvent: C(C)(=O)OCC (ethyl acetate). Reaction conditions: time 30 minute. Yields the product [Si](C)(C)(C(C)(C)C)O[C@@H]1CC[C@@]2([C@H](/C=C/[C@@H]([C@H](OC(C1)=O)\C(=C\C=C)\C)C)OC(O2)C2=CC=CC=C2)C ((3aS,4E,6S,7S,11R,13aR)-11-{[tert-butyl(dimethyl)silyl]oxy}-6,13a-dimethyl-7-[(1E)-1-methylbuta-1,3-dien-1-yl]-2-phenyl-3a,6,7,10,11,12,13,13a-octahydro-9H-[1,3]-dioxolo[4,5-f]oxacyclododecin-9-one). Isolated yield 29.4%. Reaction SMILES: [CH3:1]C(C)([O-])C.[K+].C1COCC1.[I-].C[P+](C1C=CC=CC=1)(C1C=CC=CC=1)C1C=CC=CC=1.[Si:33]([O:40][CH:41]1[CH2:52][C:51](=[O:53])[O:50][C@H:49](/[C:54](/[CH3:58])=[CH:55]/[CH:56]=O)[C@@H:48]([CH3:59])[CH:47]=[CH:46][C@@H:45]2[O:60][CH:61]([C:63]3[CH:68]=[CH:67][CH:66]=[CH:65][CH:64]=3)[O:62][C@:44]2([CH3:69])[CH2:43][CH2:42]1)([C:36]([CH3:39])([CH3:38])[CH3:37])([CH3:35])[CH3:34]>C(OCC)(=O)C>[Si:33]([O:40][C@H:41]1[CH2:52][C:51](=[O:53])[O:50][C@H:49](/[C:54](/[CH3:58])=[CH:55]/[CH:56]=[CH2:1])[C@@H:48]([CH3:59])[CH:47]=[CH:46][C@@H:45]2[O:60][CH:61]([C:63]3[CH:68]=[CH:67][CH:66]=[CH:65][CH:64]=3)[O:62][C@:44]2([CH3:69])[CH2:43][CH2:42]1)([C:36]([CH3:38])([CH3:37])[CH3:39])([CH3:35])[CH3:34] |f:0.1,3.4|. Reported procedure: Potassium tert-butoxide (38.2 mg, 0.341 mmol) was added to an anhydrous THF (3 ml) solution of methyltriphenylphosphonium iodide (100 mg, 0.247 mmol) at room temperature, and it was stirred at room temperature for 30 minutes. Subsequently, a THF (3 ml) solution of (3aS,4E,6S,7S,13aR)-11-{[tert-butyl(dimethyl)silyl]oxy}-7-[(E)-2-formyl-1-methyletha-1-en-1-yl]-6,13a-dimethyl-2-phenyl-3a,6,7,10,11,12,13,13a-octahydro-9H-[1,3]dioxolo[4,5-f]oxacyclododecin-9-one (150 mg, 0.284 mmol) was added dropwis... The reactants are OC=1C=C(C=CC1O)C(C(=O)NNS(=O)(=O)NC(=O)N1C([C@H](C1)NC(OCC1=CC=CC=C1)=O)=O)NC(=O)OC(C)(C)C ((S)-[1-[[[[2-[(3,4-dihydroxyphenyl)[[(t-butyloxy)carbonyl]amino]acetyl]hydrazino]sulfonyl]amino]carbonyl]-2-oxo-3-azetidinyl]carbamic acid, phenylmethyl ester). Solvent: CCOCC (ether). Yields the product OC=1C=C(C=CC1O)C(C(=O)NNS(=O)(=O)NC(=O)N1C([C@H](C1)NC(OCC1=CC=CC=C1)=O)=O)NC(=O)OCC1=CC=CC=C1 ((S)-[1-[[[[2-[(3,4-dihydroxyphenyl)[[(phenylmethoxy)carbonyl]amino]acetyl]hydrazino]sulfonyl]amino]carbonyl]-2-oxo-3-azetidinyl]carbamic acid, phenylmethyl ester). Reaction SMILES: [OH:1][C:2]1[CH:3]=[C:4]([CH:9]([NH:36][C:37]([O:39]C(C)(C)C)=[O:38])[C:10]([NH:12][NH:13][S:14]([NH:17][C:18]([N:20]2[CH2:23][C@H:22]([NH:24][C:25](=[O:34])[O:26][CH2:27][C:28]3[CH:33]=[CH:32][CH:31]=[CH:30][CH:29]=3)[C:21]2=[O:35])=[O:19])(=[O:16])=[O:15])=[O:11])[CH:5]=[CH:6][C:7]=1[OH:8]>CCOCC>[OH:1][C:2]1[CH:3]=[C:4]([CH:9]([NH:36][C:37]([O:39][CH2:9][C:4]2[CH:5]=[CH:6][CH:7]=[CH:2][CH:3]=2)=[O:38])[C:10]([NH:12][NH:13][S:14]([NH:17][C:18]([N:20]2[CH2:23][C@H:22]([NH:24][C:25](=[O:34])[O:26][CH2:27][C:28]3[CH:29]=[CH:30][CH:31]=[CH:32][CH:33]=3)[C:21]2=[O:35])=[O:19])(=[O:15])=[O:16])=[O:11])[CH:5]=[CH:6][C:7]=1[OH:8]. Procedure: Freeze drying of the aqueous phase yielded, after stirring with ether, an additional 2.5 g of (S)-[1-[[[[2-[(3,4-dihydroxyphenyl)[[(t-butyloxy)carbonyl]amino]acetyl]hydrazino]sulfonyl]amino]carbonyl]-2-oxo-3-azetidinyl]carbamic acid, phenylmethyl ester.